This data is from the Open Reaction Database (ORD), a public repository of structured organic reaction records. The task is: describe an organic reaction: reactants, conditions, products, and yield Reactants: C(C)(C)(C)OC(=O)N[C@@]12CN(C[C@@]2(CCC1)Cl)[C@H](C)C1=CC=CC=C1 ((1R,5R)-1-(tert-butoxycarbonylamino)-5-chloro-3-[(1R)-1-phenylethyl]-3-azabicyclo[3.3.0]octane). Reagents/catalysts: [Pd] (Pd—C). The solvent is CO (methanol). Conditions: temperature 40 celsius, time 19 hour. Product: C(C)(C)(C)OC(=O)N[C@@]12CNC[C@@]2(CCC1)Cl ((1R,5R)-1-(tert-Butoxycarbonylamino)-5-chloro-3-azabicyclo[3.3.0]octane). As a reaction SMILES: [C:1]([O:5][C:6]([NH:8][C@@:9]12[CH2:16][CH2:15][CH2:14][C@@:13]1([Cl:17])[CH2:12][N:11]([C@@H](C1C=CC=CC=1)C)[CH2:10]2)=[O:7])([CH3:4])([CH3:3])[CH3:2]>CO.[Pd]>[C:1]([O:5][C:6]([NH:8][C@@:9]12[CH2:16][CH2:15][CH2:14][C@@:13]1([Cl:17])[CH2:12][NH:11][CH2:10]2)=[O:7])([CH3:4])([CH3:2])[CH3:3]. Procedure: Under hydrogen atmosphere, a mixture of (1R,5R)-1-(tert-butoxycarbonylamino)-5-chloro-3-[(1R)-1-phenylethyl]-3-azabicyclo[3.3.0]octane (63.0 mg, 0.173 mmol), 10% Pd—C (50 wt %, M, 32 mg) in methanol (6 mL) was stirred for 4 hours at room temperature and for 19 hours at 40° C. After removing catalyst by filtration, the filtrate was distilled off under reduced pressure. Starting materials: [Li+].[OH-] (LiOH), COC=1C=C2C=C(N=C(C2=CC1OC)CCC)O (6,7-dimethoxy-1-propylisoquinolin-3-ol), 35134, Cl.ClCC=1C=NC2=CC=C(C=C2C1)OC (3-(chloromethyl)-6-methoxyquinoline hydrochloride), Cl.ClCC=1C=NC2=CC=C(C=C2C1)OC (3-(Chloromethyl)-6-methoxyquinoline hydrochloride). The solvent is C1CCOC1 (THF). Product: COC=1C=C2C(=C(N=C(C2=CC1OC)CCC)O)CC=1C=NC2=CC=C(C=C2C1)OC (6,7-dimethoxy-4-((6-methoxyquinolin-3-yl)methyl)-1-propylisoquinolin-3-ol). As a reaction SMILES: [CH3:1][O:2][C:3]1[CH:4]=[C:5]2[C:10](=[CH:11][C:12]=1[O:13][CH3:14])[C:9]([CH2:15][CH2:16][CH3:17])=[N:8][C:7]([OH:18])=[CH:6]2.Cl.Cl[CH2:21][C:22]1[CH:23]=[N:24][C:25]2[C:30]([CH:31]=1)=[CH:29][C:28]([O:32][CH3:33])=[CH:27][CH:26]=2.[Li+].[OH-]>C1COCC1>[CH3:1][O:2][C:3]1[CH:4]=[C:5]2[C:10](=[CH:11][C:12]=1[O:13][CH3:14])[C:9]([CH2:15][CH2:16][CH3:17])=[N:8][C:7]([OH:18])=[C:6]2[CH2:21][C:22]1[CH:23]=[N:24][C:25]2[C:30]([CH:31]=1)=[CH:29][C:28]([O:32][CH3:33])=[CH:27][CH:26]=2 |f:1.2,3.4|. Procedure details: To a solution of 6,7-dimethoxy-1-propylisoquinolin-3-ol RBO 35134 (316 mg, 1.3 mmol) in THF (13 mL) in a 20 mL microwave vial equipped with a magnetic stirrer was added a 3-(chloromethyl)-6-methoxyquinoline hydrochloride SLA 47088B (265 mg, 1.1 mmol) and a 2 N aq. LiOH solution (1.3 mL, 2.6 mmol) and the mixture was stirred at 160° C. for 1.5 h under microwave irradiation. After cooling to RT, THF was then removed at 40° C. under vacuum and the residue was then taken up in CH2Cl2 (50 mL), washed... Reactants: C(C)(=O)OC(C)=O (acetic anhydride), OCC1=NC2=C(C(=CC=C2C=C1)OCOC)C#N (2-(Hydroxymethyl)-7-(methoxymethoxy)quinoline-8-carbonitrile). Reagents/catalysts: CN(C)C=1C=CN=CC1 (DMAP). The solvent is C(Cl)(Cl)Cl (chloroform), N1=CC=CC=C1 (pyridine). Reaction conditions: time 24 hour. The product is C(C)(=O)OCC1=NC2=C(C(=CC=C2C=C1)OCOC)C#N ((8-Cyano-7-(methoxymethoxy)quinolin-2-yl)methyl acetate). Isolated yield 95.1%. RXN SMILES: [C:1]([O:4][C:5](=[O:7])[CH3:6])(=O)[CH3:2].OCC1[CH:19]=[CH:18][C:17]2[C:12](=[C:13]([C:24]#[N:25])[C:14]([O:20][CH2:21][O:22][CH3:23])=[CH:15][CH:16]=2)[N:11]=1>CN(C1C=CN=CC=1)C.C(Cl)(Cl)Cl.N1C=CC=CC=1>[C:5]([O:4][CH2:1][C:2]1[CH:19]=[CH:18][C:17]2[C:12](=[C:13]([C:24]#[N:25])[C:14]([O:20][CH2:21][O:22][CH3:23])=[CH:15][CH:16]=2)[N:11]=1)(=[O:7])[CH3:6]. Reported procedure: Referring to FIG. 20, under a nitrogen atmosphere, DMAP (0.0102 g) and acetic anhydride (0.015 mL, 0.158 mmol) were added to a solution of 10b (0.0090 g, 0.0369 mmol) in chloroform (5 mL) and pyridine (1.5 mL). The reaction was stirred for 24 h. The solvents were evaporated, and the remaining residue was purified by column chromatography (3:7 EtOAc/hexane) to provide 11b (0.0100 g, 0.0351 mmol, 95% yield) as a white solid: 1H NMR (CDCl3) δ 8.16 (1H, d, J=8.0 Hz), 7.98 (1H, d, J=9.2 Hz), 7.55 (1H... Reactants: Cl.CN(C)CCC1=CNC2=CC=C(C=C12)CC1CNC(O1)=O ((±)-N,N-Dimethyl-2-[5-(2-oxo-1,3-oxazolidin-5-ylmethyl)-1H -indol-3-yl]ethylamine hydrochloride), Cl (HCl), (S)-N,N-dimethyl, Cl.NC1=CC=C(CC2CNC(O2)=O)C=C1 ((±)-5-(4-Aminobenzyl)-1,3-oxazolidin-2-one hydrochloride), CN1CCC(CC1)C1=CNC2=CC=C(C=C12)CC1NC(OC1)=O ((±)-3-(1-Methyl-4-piperidyl)-5-(2-oxo-1,3-oxazolidin-4-ylmethyl)-1H-indole), C(C)N (ethylamine). Product: CN(C)CCC1=CNC2=CC=C(C=C12)C[C@@H]1NC(OC1)=O ((S)-N,N-Dimethyl-2-[5-(2-oxo-1,3-oxazolidin-4-ylmethyl)-1H -indol-3-yl]ethylamine). As a reaction SMILES: Cl.[CH3:2][N:3]([CH2:5][CH2:6][C:7]1[C:15]2[C:10](=[CH:11][CH:12]=[C:13]([CH2:16][CH:17]3OC(=O)N[CH2:18]3)[CH:14]=2)[NH:9][CH:8]=1)[CH3:4].Cl.NC1C=CC(CC2[O:34][C:33](=[O:35])[NH:32]C2)=CC=1.CN1CCC(C2C3C(=CC=C(CC4COC(=O)N4)C=3)NC=2)CC1.Cl.C(N)C>>[CH3:4][N:3]([CH2:5][CH2:6][C:7]1[C:15]2[C:10](=[CH:11][CH:12]=[C:13]([CH2:16][C@H:17]3[CH2:18][O:35][C:33](=[O:34])[NH:32]3)[CH:14]=2)[NH:9][CH:8]=1)[CH3:2] |f:0.1,2.3|. Procedure details: By steps identical to steps (d) to (f) of Synthetic Example 1 and Synthetic Example 2 or steps (d) and (e) of Synthetic Example 1 and Synthetic Example 3 and steps (e) to (h) of Synthetic Example 4, the product from step (a) was converted to (S)-N,N-dimethyl-2-[5-(2-oxo-l,3-oxazolidin-4-ylmethyl)-1H. indol-3-yl]ethylamine. The reactants are C(C)(=O)Cl (Acetyl chloride), C1(=CC=CC=C1)[C@@H](C)OC(N[C@H]1C(C2=CC(=CC=C2C[C@@H]1OC)C(N)=O)(CC)CC)=O (((2S,3S)-7-carbamoyl-1,1-diethyl-3-methoxy-1,2,3,4-tetrahydro-naphthalen-2-yl)-carbamic acid (R)-1-phenyl-ethyl ester). The solvent is C(C)O (ethanol), C(C)O (ethanol). Reaction conditions: time 8 hour. The product is hydrochloride salt, N[C@@H]1[C@H](CC=2C=CC(=CC2C1(CC)CC)C(=O)N)OC ((6S,7S)-7-Amino-8,8-diethyl-6-methoxy-5,6,7,8-tetrahydronaphthalene-2-carboxylic acid amide). The yield is 94.4%. Reaction SMILES: C(Cl)(=O)C.C1([C@H](OC(=O)[NH:15][C@@H:16]2[C@@H:25]([O:26][CH3:27])[CH2:24][C:23]3[C:18](=[CH:19][C:20]([C:28](=[O:30])[NH2:29])=[CH:21][CH:22]=3)[C:17]2([CH2:33][CH3:34])[CH2:31][CH3:32])C)C=CC=CC=1>C(O)C>[NH2:15][C@H:16]1[C:17]([CH2:31][CH3:32])([CH2:33][CH3:34])[C:18]2[CH:19]=[C:20]([C:28]([NH2:29])=[O:30])[CH:21]=[CH:22][C:23]=2[CH2:24][C@@H:25]1[O:26][CH3:27]. Procedure: Acetyl chloride (193 mL, 2710 mmol) was added dropwise to ethanol (260 mL, 4500 mmol) at −5° C. over 40 min keeping the internal temperature below 30° C. The resulting solution was added over 5 min, at 10° C., to a mixture of ((2S,3S)-7-carbamoyl-1,1-diethyl-3-methoxy-1,2,3,4-tetrahydro-naphthalen-2-yl)-carbamic acid (R)-1-phenyl-ethyl ester (49.0 g, 115 mmol) and ethanol (200 mL). The reaction mixture was stirred at room temperature overnight, and concentrated to ˜100 mL by rotary evaporation. ... Starting materials: C(C)O (ethanol), BrC1=C(C=C(N)C(=C1)[N+](=O)[O-])F (4-bromo-3-fluoro-6-nitroaniline), O.O.Cl[Sn]Cl (SnCl2.2H2O), C(=O)(O)[O-].[Na+] (NaHCO3). Solvent: O (H2O), C(C)(=O)OCC (ethyl acetate), hexanes, C(C)(=O)OCC (ethyl acetate). The product is BrC1=CC(=C(C=C1F)N)N (4-Bromo-5-fluoro-1,2-diaminobenzene), powder. Isolated yield 99.0%. As a reaction SMILES: [Br:1][C:2]1[CH:8]=[C:7]([N+:9]([O-])=O)[C:5]([NH2:6])=[CH:4][C:3]=1[F:12].O.O.Cl[Sn]Cl.C(O)C.C([O-])(O)=O.[Na+]>C(OCC)(=O)C.O>[Br:1][C:2]1[C:3]([F:12])=[CH:4][C:5]([NH2:6])=[C:7]([NH2:9])[CH:8]=1 |f:1.2.3,5.6|. Procedure: 4-Bromo-5-fluoro-1,2-diaminobenzene was prepared using an adaptation of the method of Bellamy et al. (Bellamy, F. D. et al., Tetrahedron Lett. 25: 839 (1984)). A mixture of 4-bromo-3-fluoro-6-nitroaniline (320 mg, 1.36 mmol) and SnCl2.2H2O (1.53 g, 6.81 mmol) dissolved in 7 mL ethyl acetate and 3 mL absolute ethanol under N2 was heated at 75° C. for 8 h. Some starting material had remained (by TLC) after only 1 h heating. All the starting material had reacted after 8 h as evidenced by TLC (silic... The reactants are FC1=C(C=O)C=CC(=C1)F (2,4-difluoro-benzaldehyde), [Cl-].[NH4+] (ammonium chloride), C(C)(C)NC(C)C (diisopropylamine), C(CCC)[Li] (n-butyllithium), C(C)#N (acetonitrile). The solvent is O1CCCC1 (tetrahydrofuran). Reaction conditions: temperature -70 celsius, time 10 minute. Yields the product FC1=C(C=CC(=C1)F)C(CC#N)O (3-(2,4-Difluoro-phenyl)-3-hydroxy-propionitrile). The yield is 83.7%. Reaction SMILES: C(NC(C)C)(C)C.C([Li])CCC.[C:13](#[N:15])[CH3:14].[F:16][C:17]1[CH:24]=[C:23]([F:25])[CH:22]=[CH:21][C:18]=1[CH:19]=[O:20].[Cl-].[NH4+]>O1CCCC1>[F:16][C:17]1[CH:24]=[C:23]([F:25])[CH:22]=[CH:21][C:18]=1[CH:19]([OH:20])[CH2:14][C:13]#[N:15] |f:4.5|. Reported procedure: To a stirring solution of diisopropylamine (0.97 mL, 6.89 mmol) in tetrahydrofuran (15 mL) at −70° C. under nitrogen was added a solution of n-butyllithium (2.88 mL, 7.20 mmol, 2.5 M in hexane). After the addition was complete, the mixture was stirred at −70° C. for 10 minutes and removed cooling bath for 5 minutes. The mixture was cooled back to −70° C., acetonitrile (0.33 mL, 6.26 mmol) was added and the reaction mixture was then stirred at −70° C. for 30 minutes. 2,4-difluoro-benzaldehyde (1....